This data is from the Open Reaction Database (ORD), a public repository of structured organic reaction records. The task is: describe an organic reaction: reactants, conditions, products, and yield Reactants: C(=O)=O (CO2), C1(=CC=CC=C1)C(CC1=CC=C(C=C1)SC)=NO (1-phenyl-2-(4-methylsulfanylphenyl) ethanone oxime), C(CCC)[Li] (n-butyl lithium). Solvent: C1CCOC1 (THF), CCCCCC (hexane). Run at temperature 20 celsius, time 30 minute. Yields the product OC1=C(C(=NO1)C1=CC=CC=C1)C1=CC=C(C=C1)SC (5-hydroxy-4(4-methylsulfanylphenyl)-3-phenyl isoxazole). Isolated yield 54.5%. As a reaction SMILES: [C:1]1([C:7](=[N:17][OH:18])[CH2:8][C:9]2[CH:14]=[CH:13][C:12]([S:15][CH3:16])=[CH:11][CH:10]=2)[CH:6]=[CH:5][CH:4]=[CH:3][CH:2]=1.C([Li])CCC.[C:24](=O)=[O:25]>C1COCC1.CCCCCC>[OH:25][C:24]1[O:18][N:17]=[C:7]([C:1]2[CH:6]=[CH:5][CH:4]=[CH:3][CH:2]=2)[C:8]=1[C:9]1[CH:14]=[CH:13][C:12]([S:15][CH3:16])=[CH:11][CH:10]=1. Procedure: To a stirred solution of 1-phenyl-2-(4-methylsulfanylphenyl) ethanone oxime (2.0 g) in dry THF (20 mL), was added a solution of n-butyl lithium (0.98 M. 25 mL) in hexane at −70° C. over a period of 30 minutes. The reaction mixture was warmed to 20° C. over a period of 2 h. To this was added solid CO2 (25 g) and the reaction mixture was stirred at the same temperature for 30 minutes. The reaction mixture was quenched with cold 1N HCl (20 mL) and extracted with ethyl acetate (3×50 mL). The organic... Starting materials: BrC1=C(C=CC=C1OC)OC (1-bromo-2,6-dimethoxybenzene), C1(=CC=CC2=CC=CC=C12)OB(O)O (1-naphthylboric acid), aqueous solution, [OH-].[Na+] (sodium hydroxide). The reagents and catalysts are C=1C=CC(=CC1)[P](C=2C=CC=CC2)(C=3C=CC=CC3)[Pd]([P](C=4C=CC=CC4)(C=5C=CC=CC5)C=6C=CC=CC6)([P](C=7C=CC=CC7)(C=8C=CC=CC8)C=9C=CC=CC9)[P](C=1C=CC=CC1)(C=1C=CC=CC1)C=1C=CC=CC1 (tetrakis(triphenylphosphine)palladium). The solvent is O1CCOCC1 (1,4-dioxane). Product: C1(=CC=CC2=CC=CC=C12)C1=C(C=CC=C1OC)OC (1-naphthyl-2,6-dimethoxybenzene). Isolated yield 78.2%. Reaction SMILES: Br[C:2]1[C:7]([O:8][CH3:9])=[CH:6][CH:5]=[CH:4][C:3]=1[O:10][CH3:11].[C:12]1(OB(O)O)[C:21]2[C:16](=[CH:17][CH:18]=[CH:19][CH:20]=2)[CH:15]=[CH:14][CH:13]=1.[OH-].[Na+]>O1CCOCC1.C1C=CC([P]([Pd]([P](C2C=CC=CC=2)(C2C=CC=CC=2)C2C=CC=CC=2)([P](C2C=CC=CC=2)(C2C=CC=CC=2)C2C=CC=CC=2)[P](C2C=CC=CC=2)(C2C=CC=CC=2)C2C=CC=CC=2)(C2C=CC=CC=2)C2C=CC=CC=2)=CC=1>[C:20]1([C:2]2[C:7]([O:8][CH3:9])=[CH:6][CH:5]=[CH:4][C:3]=2[O:10][CH3:11])[C:21]2[C:16](=[CH:15][CH:14]=[CH:13][CH:12]=2)[CH:17]=[CH:18][CH:19]=1 |f:2.3,^1:37,39,58,77|. Procedure details: To a solution of 1-bromo-2,6-dimethoxybenzene, (2.63 g, 12.1 mmol), tetrakis(triphenylphosphine)palladium (0) (0.91 g, 0.76 mol) and 1-naphthylboric acid (4.16 g, 23.9 mmol) in 1,4-dioxane (160 ml), a 2N aqueous solution of sodium hydroxide (13 ml) was added, and the mixture was heated to reflux. After cooling, the solvent was evaporated off, and the residue was dissolved in diethyl ether. The diethyl ether solution was washed with water and dried over anhydrous magnesium sulfate. Then, the solv... The reactants are CC(CS(=O)(=O)NC[C@@H]1N(CCN(C1)S(=O)(=O)C=1SC=CC1)C1=CC=C(C=C1)C(C(F)(F)F)(C)O)C (2-methyl-N-(((2S)-4-(2-thiophenylsulfonyl)-1-(4-(2,2,2-trifluoro-1-hydroxy-1-methylethyl)phenyl)-2-piperazinyl)methyl)-1-propanesulfonamide), IC=1C=NC=CC1 (3-iodopyridine), CNCCNC (N,N′-dimethylethylenediamine), C([O-])([O-])=O.[Cs+].[Cs+] (cesium carbonate), IC=1C=NC=CC1 (3-iodopyridine). Reagents/catalysts: [Cu]I (CuI). Solvent: CN(C)C=O (DMF), O (water). The product is CC(CS(=O)(=O)N(C[C@@H]1N(CCN(C1)S(=O)(=O)C=1SC=CC1)C1=CC=C(C=C1)C(C(F)(F)F)(C)O)C=1C=NC=CC1)C (2-methyl-N-3-pyridinyl-N-(((2R)-4-(2-thiophenylsulfonyl)-1-(4-(2,2,2-trifluoro-1-hydroxy-1-methylethyl)phenyl)-2-piperazinyl)methyl)-1-propanesulfonamide). Yield: 0.0%. As a reaction SMILES: [CH3:1][CH:2]([CH3:36])[CH2:3][S:4]([NH:7][CH2:8][C@H:9]1[CH2:14][N:13]([S:15]([C:18]2[S:19][CH:20]=[CH:21][CH:22]=2)(=[O:17])=[O:16])[CH2:12][CH2:11][N:10]1[C:23]1[CH:28]=[CH:27][C:26]([C:29]([OH:35])([CH3:34])[C:30]([F:33])([F:32])[F:31])=[CH:25][CH:24]=1)(=[O:6])=[O:5].I[C:38]1[CH:39]=[N:40][CH:41]=[CH:42][CH:43]=1.CNCCNC.C(=O)([O-])[O-].[Cs+].[Cs+]>CN(C=O)C.[Cu]I.O>[CH3:1][CH:2]([CH3:36])[CH2:3][S:4]([N:7]([C:38]1[CH:39]=[N:40][CH:41]=[CH:42][CH:43]=1)[CH2:8][C@H:9]1[CH2:14][N:13]([S:15]([C:18]2[S:19][CH:20]=[CH:21][CH:22]=2)(=[O:16])=[O:17])[CH2:12][CH2:11][N:10]1[C:23]1[CH:28]=[CH:27][C:26]([C:29]([OH:35])([CH3:34])[C:30]([F:32])([F:31])[F:33])=[CH:25][CH:24]=1)(=[O:6])=[O:5] |f:3.4.5|. Procedure details: To a solution of 2-methyl-N-(((2S)-4-(2-thiophenylsulfonyl)-1-(4-(2,2,2-trifluoro-1-hydroxy-1-methylethyl)phenyl)-2-piperazinyl)methyl)-1-propanesulfonamide (0.130 g, 0.228 mmol, Example 210) in DMF (3.0 mL) was added 3-iodopyridine (0.094 g, 0.46 mmol, Aldrich, St. Louis, Mo.), N,N′-dimethylethylenediamine (0.020 mL, 0.18 mmol, Aldrich, St. Louis, Mo.), CuI (0.015 mg, 0.21 mmol, Aldrich, St. Louis, Mo.), cesium carbonate (0.22 g, 0.69 mmol), and water (0.30 mL). The resulting mixture was heated...